From a dataset of the Open Reaction Database (ORD), a public repository of structured organic reaction records. describe an organic reaction: reactants, conditions, products, and yield Procedure details: To a stirred solution of ethyl 3-(1-(tetrahydro-2H-pyran-2-yl)-1H-indazol-5-yl)propanoate (0.59 g, 1.951 mmol) in ethanol (5 mL) was added hydrazine hydrate (0.306 mL, 9.76 mmol) and the reaction was heated at 80° C. overnight. The solid which formed was filtered and dried to afford 3-(1-(tetrahydro-2H-pyran-2-yl)-1H-indazol-5-yl) propanehydrazide (0.56 g, 82%), used without further purification. 1HNMR: 400 MHz, DMSO-d6: δ 1.58-1.59 (m, 2H), 1.92-1.96 (m, 1H), 1.97-2021.00 (m, 1H), 2.34-2.42 (m,... Starting materials: O1C(CCCC1)N1N=CC2=CC(=CC=C12)CCC(=O)OCC (ethyl 3-(1-(tetrahydro-2H-pyran-2-yl)-1H-indazol-5-yl)propanoate), O.NN (hydrazine hydrate). RXN SMILES: [O:1]1[CH2:6][CH2:5][CH2:4][CH2:3][CH:2]1[N:7]1[C:15]2[C:10](=[CH:11][C:12]([CH2:16][CH2:17][C:18]([O:20]CC)=O)=[CH:13][CH:14]=2)[CH:9]=[N:8]1.O.[NH2:24][NH2:25]>C(O)C>[O:1]1[CH2:6][CH2:5][CH2:4][CH2:3][CH:2]1[N:7]1[C:15]2[C:10](=[CH:11][C:12]([CH2:16][CH2:17][C:18]([NH:24][NH2:25])=[O:20])=[CH:13][CH:14]=2)[CH:9]=[N:8]1 |f:1.2|. Isolated yield 99.5%. Run at temperature 80 celsius. The product is O1C(CCCC1)N1N=CC2=CC(=CC=C12)CCC(=O)NN (3-(1-(tetrahydro-2H-pyran-2-yl)-1H-indazol-5-yl) propanehydrazide). Solvent: C(C)O (ethanol). Starting materials: N1=C(N=CC=C1)N1N=C(C=C1O)C(F)(F)F (1-(2-pyrimidinyl)-3-trifluoromethyl-5-hydroxypyrazole), [F-].[K+] (KF), BrCN1S(C2=C(C1=O)C(=CC(=C2)OC)C(C)C)(=O)=O (2-bromomethyl-4-isopropyl-6-methoxy-1,2-benzisothiazol-3(2H)-one 1,1-dioxide). The solvent is [Cl-].[NH4+] (ammonium chloride), CN(C)C=O (DMF). Product: C(C)(C)C1=CC(=CC2=C1C(N(S2(=O)=O)COC2=CC(=NN2C2=NC=CC=N2)C(F)(F)F)=O)OC (4-isopropyl-6-methoxy-2-[1-(2-pyrimidinyl)-3-(trifluoro methyl)pyrazol-5-yl-oxymethyl]-1,2-benzisothiazol-3(2H)-one 1,1-dioxide). The yield is 58.2%. Reaction SMILES: [N:1]1[CH:6]=[CH:5][CH:4]=[N:3][C:2]=1[N:7]1[C:11]([OH:12])=[CH:10][C:9]([C:13]([F:16])([F:15])[F:14])=[N:8]1.[F-].[K+].Br[CH2:20][N:21]1[C:25](=[O:26])[C:24]2[C:27]([CH:33]([CH3:35])[CH3:34])=[CH:28][C:29]([O:31][CH3:32])=[CH:30][C:23]=2[S:22]1(=[O:37])=[O:36]>CN(C=O)C.[Cl-].[NH4+]>[CH:33]([C:27]1[C:24]2[C:25](=[O:26])[N:21]([CH2:20][O:12][C:11]3[N:7]([C:2]4[N:1]=[CH:6][CH:5]=[CH:4][N:3]=4)[N:8]=[C:9]([C:13]([F:16])([F:14])[F:15])[CH:10]=3)[S:22](=[O:37])(=[O:36])[C:23]=2[CH:30]=[C:29]([O:31][CH3:32])[CH:28]=1)([CH3:35])[CH3:34] |f:1.2,5.6|. Procedure details: A mixture of 1-(2-pyrimidinyl)-3-trifluoromethyl-5-hydroxypyrazole (314 mg; 1.37 mmol) and KF (132 mg; 2.3 mmol) in 8 ml of DMF was stirred under nitrogen at room temperature and then 2-bromomethyl-4-isopropyl-6-methoxy-1,2-benzisothiazol-3(2H)-one 1,1-dioxide (400 mg, 1.14 mmol) was added. The reaction mixture was stirred at room temperature for 1.25 hours and diluted with cold saturated ammonium chloride solution. The mixture was extracted with ether (3×), the organic layer was dried over magn... Reactants: CC=1NC=CN1 (2-methylimidazole), ClC=1N=C(C2=C(N1)SC=C2C)NCC2=CC(=CC=C2)[N+](=O)[O-] (2-chloro-5-methyl-4-(3-nitrobenzylamino)-thieno-[2,3-d]-pyrimidine). Yields the product CC=1N(C=CN1)C=1N=C(C2=C(N1)SC=C2C)NCC2=CC(=CC=C2)[N+](=O)[O-] (2-(2-methylimidazol-1-yl)-5-methyl-4-(3-nitrobenzylamino)-thieno-[2,3-d]-pyrimidine). As a reaction SMILES: [CH3:1][C:2]1[NH:3][CH:4]=[CH:5][N:6]=1.Cl[C:8]1[N:9]=[C:10]([NH:18][CH2:19][C:20]2[CH:25]=[CH:24][CH:23]=[C:22]([N+:26]([O-:28])=[O:27])[CH:21]=2)[C:11]2[C:16]([CH3:17])=[CH:15][S:14][C:12]=2[N:13]=1>>[CH3:1][C:2]1[N:3]([C:8]2[N:9]=[C:10]([NH:18][CH2:19][C:20]3[CH:25]=[CH:24][CH:23]=[C:22]([N+:26]([O-:28])=[O:27])[CH:21]=3)[C:11]3[C:16]([CH3:17])=[CH:15][S:14][C:12]=3[N:13]=2)[CH:4]=[CH:5][N:6]=1. Procedure details: Following the procedure of Example 97, the reaction of 2-methylimidazole with 2-chloro-5-methyl-4-(3-nitrobenzylamino)-thieno-[2,3-d]-pyrimidine gives 2-(2-methylimidazol-1-yl)-5-methyl-4-(3-nitrobenzylamino)-thieno-[2,3-d]-pyrimidine. Reactants: CC1(CCO)CCOc2ccc(Br)cc21, [Li]CCCC, CSSC, C1CCOC1. Product: CSc1ccc2c(c1)C(C)(CCO)CCO2. RXN SMILES: [Br:1][c:2]1[cH:3][c:4]2[c:9]([cH:10][cH:11]1)[O:8][CH2:7][CH2:6][C:5]2([CH3:12])[CH2:13][CH2:14][OH:15].[CH3:16][CH2:17][CH2:18][CH2:19][Li:20].[CH3:21][S:22][S:23][CH3:24].[O:25]1[CH2:26][CH2:27][CH2:28][CH2:29]1>>[c:2]1([S:22][CH3:21])[cH:3][c:4]2[c:9]([cH:10][cH:11]1)[O:8][CH2:7][CH2:6][C:5]2([CH3:12])[CH2:13][CH2:14][OH:15].